This data is from the Open Reaction Database (ORD), a public repository of structured organic reaction records. The task is: describe an organic reaction: reactants, conditions, products, and yield The reactants are [Br-], O=C(O)CCCC[P+](c1ccccc1)(c1ccccc1)c1ccccc1, CS(C)=O, [Na], OC1Cc2ccccc2CO1. Yields the product O=C(O)CCCCC=Cc1ccccc1CO. RXN SMILES: [Br-:1].[C:2](=[O:3])([OH:4])[CH2:5][CH2:6][CH2:7][CH2:8][P+:9]([c:10]1[cH:11][cH:12][cH:13][cH:14][cH:15]1)([c:16]1[cH:17][cH:18][cH:19][cH:20][cH:21]1)[c:22]1[cH:23][cH:24][cH:25][cH:26][cH:27]1.[CH3:40][S:41]([CH3:42])=[O:43].[Na:28].[OH:29][CH:30]1[O:31][CH2:32][c:33]2[cH:34][cH:35][cH:36][cH:37][c:38]2[CH2:39]1>>[C:2](=[O:3])([OH:4])[CH2:5][CH2:6][CH2:7][CH2:8][CH:30]=[CH:39][c:38]1[c:33]([CH2:32][OH:31])[cH:34][cH:35][cH:36][cH:37]1. Reactants: O=C(Cl)CCCCBr, C1CCOC1, CCN(C(C)C)C(C)C, COCCCCc1c(C(=O)N(CC(C)C)C2CC(N)CN(C(=O)OC(C)(C)C)C2)nnn1-c1ccccc1, O. Product: COCCCCc1c(C(=O)N(CC(C)C)C2CC(N3CCCCC3=O)CN(C(=O)OC(C)(C)C)C2)nnn1-c1ccccc1. As a reaction SMILES: [Br:48][CH2:49][CH2:50][CH2:51][CH2:52][C:53](=[O:54])[Cl:55].[CH2:56]1[O:57][CH2:58][CH2:59][CH2:60]1.[CH:39]([N:40]([CH:41]([CH3:42])[CH3:43])[CH2:44][CH3:45])([CH3:46])[CH3:47].[NH2:1][CH:2]1[CH2:3][N:4]([C:32](=[O:33])[O:34][C:35]([CH3:36])([CH3:37])[CH3:38])[CH2:5][CH:6]([N:8]([CH2:9][CH:10]([CH3:11])[CH3:12])[C:13](=[O:14])[c:15]2[n:16][n:17][n:18](-[c:26]3[cH:27][cH:28][cH:29][cH:30][cH:31]3)[c:19]2[CH2:20][CH2:21][CH2:22][CH2:23][O:24][CH3:25])[CH2:7]1.[OH2:61]>>[N:1]1([CH:2]2[CH2:3][N:4]([C:32](=[O:33])[O:34][C:35]([CH3:36])([CH3:37])[CH3:38])[CH2:5][CH:6]([N:8]([CH2:9][CH:10]([CH3:11])[CH3:12])[C:13](=[O:14])[c:15]3[n:16][n:17][n:18](-[c:26]4[cH:27][cH:28][cH:29][cH:30][cH:31]4)[c:19]3[CH2:20][CH2:21][CH2:22][CH2:23][O:24][CH3:25])[CH2:7]2)[CH2:49][CH2:50][CH2:51][CH2:52][C:53]1=[O:54].